This data is from the Open Reaction Database (ORD), a public repository of structured organic reaction records. The task is: describe an organic reaction: reactants, conditions, products, and yield Reactants: OC(C#CC(=O)OCC1=CC=C(C=C1)OC)C1=CC2=C(C=C1)OCO2 (4-methoxybenzyl 4-hydroxy-4-(3,4-methylenedioxyphenyl)-2-butynoate), S(=O)(=O)([O-])[O-].[Na+].[Na+] (sodium sulphate). Reagents/catalysts: [O-2].[O-2].[Mn+4] (manganese dioxide). Solvent: C(Cl)Cl (methylene chloride), C(Cl)Cl (methylene chloride). Run at time 1 hour. The product is C1OC=2C=C(C(=O)C#CC(=O)OCC3=CC=C(C=C3)OC)C=CC2O1 (4-methoxybenzyl 3-[3,4-(methylenedioxy)benzoyl]propiolate). As a reaction SMILES: [OH:1][CH:2]([C:17]1[CH:22]=[CH:21][C:20]2[O:23][CH2:24][O:25][C:19]=2[CH:18]=1)[C:3]#[C:4][C:5]([O:7][CH2:8][C:9]1[CH:14]=[CH:13][C:12]([O:15][CH3:16])=[CH:11][CH:10]=1)=[O:6].S([O-])([O-])(=O)=O.[Na+].[Na+]>C(Cl)Cl.[O-2].[O-2].[Mn+4]>[CH2:24]1[O:23][C:20]2[CH:21]=[CH:22][C:17]([C:2]([C:3]#[C:4][C:5]([O:7][CH2:8][C:9]3[CH:14]=[CH:13][C:12]([O:15][CH3:16])=[CH:11][CH:10]=3)=[O:6])=[O:1])=[CH:18][C:19]=2[O:25]1 |f:1.2.3,5.6.7|. Reported procedure: A solution of 53 g (155 mmol) of 4-methoxybenzyl 4-hydroxy-4-(3,4-methylenedioxyphenyl)-2-butynoate in 400 ml of methylene chloride was added dropwise at 0° to a suspension of 338 g (3.9 mol) of manganese dioxide in 800 ml of methylene chloride The reaction mixture was stirred at 0° for 1 hour, treated with 4 spatula tips of sodium sulphate, suction filtered over Dicalit and concentrated. Crystallization of the residue from ether yielded 4-methoxybenzyl 3-[3,4-(methylenedioxy)benzoyl]propiolate ...